Dataset: the Open Reaction Database (ORD), a public repository of structured organic reaction records. Task: describe an organic reaction: reactants, conditions, products, and yield Reactants: CN(C)P(=O)(N(C)C)N(C)C, COc1ccc(C=O)c2cc(C)oc12, Cc1ccccc1, O. Product: Cc1cc2c(C=O)ccc(O)c2o1. As a reaction SMILES: [CH3:15][N:16]([CH3:17])[P:18]([N:19]([CH3:20])[CH3:21])([N:22]([CH3:23])[CH3:24])=[O:25].[CH3:1][O:2][c:3]1[cH:4][cH:5][c:6]([CH:13]=[O:14])[c:7]2[c:8]1[o:9][c:10]([CH3:12])[cH:11]2.[CH3:27][c:28]1[cH:29][cH:30][cH:31][cH:32][cH:33]1.[OH2:26]>>[OH:2][c:3]1[cH:4][cH:5][c:6]([CH:13]=[O:14])[c:7]2[c:8]1[o:9][c:10]([CH3:12])[cH:11]2. Starting materials: C(CCC)O (n-butanol), ClC(C(=O)Cl)=C(C(Cl)Cl)Cl (2,3,4,4-tetrachloro-2-butenoic acid chloride), Cl (hydrogen chloride). Reaction conditions: temperature 50 celsius, time 30 minute. Product: C(CCC)OC(C(=C(C(Cl)Cl)Cl)Cl)=O (2,3,4,4-tetrachloro-2-butenoic acid n-butyl ester). The yield is 92.0%. RXN SMILES: [CH2:1]([OH:5])[CH2:2][CH2:3][CH3:4].[Cl:6][C:7](=[C:11]([Cl:15])[CH:12]([Cl:14])[Cl:13])[C:8](Cl)=[O:9].Cl>>[CH2:1]([O:5][C:8](=[O:9])[C:7]([Cl:6])=[C:11]([Cl:15])[CH:12]([Cl:14])[Cl:13])[CH2:2][CH2:3][CH3:4]. Procedure details: An agitated flask is charged with 0.5 mole of n-butanol and heated under stirring to 50° C. Within 30 minutes, 60.6 g (0.25 mol) of 2,3,4,4-tetrachloro-2-butenoic acid chloride is added dropwise to the charge, and the latter is agitated for 30 minutes at 80° C. During this step the main quantity of the thus-formed hydrogen chloride is driven off in the gaseous phase. Subsequently, the reaction mixture is fractionated without neutralization over a 10 cm column under vacuum, thus obtaining 64.4 g ... The reactants are OC1=CC=C(C(=O)C2=CC(=CS2)S(=O)(=O)N)C=C1 (5-(4-hydroxybenzoyl)-3-thiophene sulfonamide), N1=CC=CC=C1 (pyridine), C(CC)(=O)O (propionic acid), CCN=C=NCCCN(C)C (EDCI). Run in C1CCOC1 (THF), C(C)(=O)OCC (ethyl acetate). Reaction conditions: time 46 hour. Yields the product C(CC)(=O)OC1=CC=C(C(=O)C2=CC(=CS2)S(=O)(=O)N)C=C1 (5-(4-propionoxybenzoyl)-3-thiophene sulfonamide). Reaction SMILES: [OH:1][C:2]1[CH:18]=[CH:17][C:5]([C:6]([C:8]2[S:12][CH:11]=[C:10]([S:13]([NH2:16])(=[O:15])=[O:14])[CH:9]=2)=[O:7])=[CH:4][CH:3]=1.N1C=CC=CC=1.[C:25](O)(=[O:28])[CH2:26][CH3:27].CCN=C=NCCCN(C)C>C(OCC)(=O)C.C1COCC1>[C:25]([O:1][C:2]1[CH:18]=[CH:17][C:5]([C:6]([C:8]2[S:12][CH:11]=[C:10]([S:13]([NH2:16])(=[O:15])=[O:14])[CH:9]=2)=[O:7])=[CH:4][CH:3]=1)(=[O:28])[CH2:26][CH3:27]. Reported procedure: 0.10 g (0.35 mmol) of 5-(4-hydroxybenzoyl)-3-thiophene sulfonamide, 85 mL (1.05 mmol) of pyridine, 26 mL (0.35 mmol) of propionic acid and 70 mg (0.37 mmol) of EDCI were added to 3.5 mL of THF. The reaction was stirred at rt for 46 h. The solution was diluted with ethyl acetate and washed with water (3×) followed with brine. The solution was dried over MgSO4 and the solvent removed under vacuum. Flash chromatography utilizing 1:1 ethyl acetate/hexane recovered 77 mg of 5-(4-propionoxybenzoyl)-3-... The reactants are NC[C@H]1C[C@H](C1)N1C=C(C2=C1N=CN=C2N)C2=CC(=CC=C2)OCC2=CC=CC=C2 (cis-7-(3-aminomethyl-cyclobutyl)-5-(3-benzyloxy-phenyl)-7H-pyrrolo[2,3-d]pyrimidin-4-ylamine), ClC(=O)OCCOC (2-methoxyethyl chloroformate). The product is COCCOC(NC[C@@H]1C[C@@H](C1)N1C=C(C2=C1N=CN=C2N)C2=CC(=CC=C2)OCC2=CC=CC=C2)=O (cis-{3-[4-Amino-5-(3-benzyloxy-phenyl)-pyrrolo[2,3-d]pyrimidin-7-yl]-cyclobutylmethyl}-carbamic acid 2-methoxy-ethyl ester). RXN SMILES: [NH2:1][CH2:2][C@@H:3]1[CH2:6][C@H:5]([N:7]2[C:11]3[N:12]=[CH:13][N:14]=[C:15]([NH2:16])[C:10]=3[C:9]([C:17]3[CH:22]=[CH:21][CH:20]=[C:19]([O:23][CH2:24][C:25]4[CH:30]=[CH:29][CH:28]=[CH:27][CH:26]=4)[CH:18]=3)=[CH:8]2)[CH2:4]1.Cl[C:32]([O:34][CH2:35][CH2:36][O:37][CH3:38])=[O:33]>>[CH3:38][O:37][CH2:36][CH2:35][O:34][C:32](=[O:33])[NH:1][CH2:2][C@H:3]1[CH2:4][C@@H:5]([N:7]2[C:11]3[N:12]=[CH:13][N:14]=[C:15]([NH2:16])[C:10]=3[C:9]([C:17]3[CH:22]=[CH:21][CH:20]=[C:19]([O:23][CH2:24][C:25]4[CH:30]=[CH:29][CH:28]=[CH:27][CH:26]=4)[CH:18]=3)=[CH:8]2)[CH2:6]1. Reported procedure: cis-{3-[4-Amino-5-(3-benzyloxy-phenyl)-pyrrolo[2,3-d]pyrimidin-7-yl]-cyclobutylmethyl}-carbamic acid 2-methoxy-ethyl ester is prepared as described in Example 22 using cis-7-(3-aminomethyl-cyclobutyl)-5-(3-benzyloxy-phenyl)-7H-pyrrolo[2,3-d]pyrimidin-4-ylamine and 2-methoxyethyl chloroformate (TCI America, Portland, Oreg., U.S.A.). Analytical HPLC: tR=7.02 min (Grad 2); ES-MS: m/eo=502.0. Reactants: FC1=CC=C(C=C1)C=1C(N(C(=NC1C1=CC=NC=C1)SC)C)=O (5-(4-fluorophenyl)-3-methyl-2-methylthio-6-(4-pyridyl)-3H-pyrimidin-4-one), O=P(Cl)(Cl)Cl (POCl3). Yields the product ClC1=NC(=NC(=C1C1=CC=C(C=C1)F)C1=CC=NC=C1)SC (4-chloro-5-(4-fluorophenyl)-2-methylthio-6-(4-pyridyl)pyrimidine). RXN SMILES: [F:1][C:2]1[CH:7]=[CH:6][C:5]([C:8]2[C:9](=O)[N:10](C)[C:11]([S:20][CH3:21])=[N:12][C:13]=2[C:14]2[CH:19]=[CH:18][N:17]=[CH:16][CH:15]=2)=[CH:4][CH:3]=1.O=P(Cl)(Cl)[Cl:26]>>[Cl:26][C:9]1[C:8]([C:5]2[CH:6]=[CH:7][C:2]([F:1])=[CH:3][CH:4]=2)=[C:13]([C:14]2[CH:19]=[CH:18][N:17]=[CH:16][CH:15]=2)[N:12]=[C:11]([S:20][CH3:21])[N:10]=1. Procedure details: 5-(4-fluorophenyl)-3-methyl-2-methylthio-6-(4-pyridyl)-3H-pyrimidin-4-one (0.327 g, 1 mmol) and 5 ml of POCl3 in a 15-ml r.b.flask with a stir bar was stirred at 120° C. for 16 h. The remaining POCL3 was evaporated in vacuo. The dark brown residue was mixed with ice-water. The resulting acidic dark brown solution was neutralized to pH 7-8 with sat'd NaHCO3 and extracted by EtOAc (2×10 ml). The combined organic layers were washed with brine (10 ml) and dried over Na2SO4. 4-chloro-5-(4-fluoropheny... The reactants are ClC1=C(C=CC=C1)O (2-chlorophenol), C([O-])([O-])=O.[K+].[K+] (potassium carbonate), BrCC(=O)OCC (ethyl bromoacetate). The solvent is CC(=O)C (acetone). Reaction conditions: time 7 hour. Product: ClC1=C(OCC(=O)OCC)C=CC=C1 (Ethyl 2-chlorophenoxyacetate). Isolated yield 95.0%. RXN SMILES: [Cl:1][C:2]1[CH:7]=[CH:6][CH:5]=[CH:4][C:3]=1[OH:8].C(=O)([O-])[O-].[K+].[K+].Br[CH2:16][C:17]([O:19][CH2:20][CH3:21])=[O:18]>CC(C)=O>[Cl:1][C:2]1[CH:7]=[CH:6][CH:5]=[CH:4][C:3]=1[O:8][CH2:16][C:17]([O:19][CH2:20][CH3:21])=[O:18] |f:1.2.3|. Procedure details: To a stirred solution of 2-chlorophenol (6, 20.0 g, 156 mmol) in acetone (300 mL) under nitrogen at ambient temperature were added potassium carbonate (23.7 g, 171 mmol) and ethyl bromoacetate (7, 26.0 g, 156 mmol). The reaction mixture was then heated to reflux and stirred at this temperature under nitrogen for 7 hours. After cooling to ambient temperature, the reaction mixture was filtered to remove insolubles. The filtrate was then concentrated under reduced pressure to give 8 as highly visco... Starting materials: FC(C1=C(C=CC(=C1)[N+](=O)[O-])N)(F)F (2-Trifluoromethyl-4-nitro-benzeneamine), FC(C=1C=C(C=CC1)N)(F)F (3-trifluoromethylbenzeneamine), C([O-])([O-])=O.[K+].[K+] (potassium carbonate), ice, N(=O)[O-].[Na+] (sodium nitrite). The solvent is Cl (hydrochloric acid), Cl (hydrochloric acid). Reaction conditions: time 0.5 hour. The product is FC(C=1C=C(C=CC1[N+](=O)[O-])N=NC1=CC=C(C=C1)N)(F)F (4-(3'-trifluoromethyl-4'-nitrophenyl)azobenzeneamine). As a reaction SMILES: FC(F)(F)[C:3]1[CH:8]=[C:7]([N+:9]([O-])=O)[CH:6]=[CH:5][C:4]=1[NH2:12].[N:15]([O-:17])=[O:16].[Na+].[F:19][C:20]([F:29])([F:28])[C:21]1[CH:22]=[C:23]([NH2:27])[CH:24]=[CH:25][CH:26]=1.C(=O)([O-])[O-].[K+].[K+]>Cl>[F:19][C:20]([F:28])([F:29])[C:21]1[CH:22]=[C:23]([N:27]=[N:9][C:7]2[CH:8]=[CH:3][C:4]([NH2:12])=[CH:5][CH:6]=2)[CH:24]=[CH:25][C:26]=1[N+:15]([O-:17])=[O:16] |f:1.2,4.5.6|. Procedure: 2-Trifluoromethyl-4-nitro-benzeneamine (4.92 g, 23.8 mmol) slurried in 5N hydrochloric acid (15.8 mL) and ice (16 g) was diazotized with 2M sodium nitrite (12.6 mL, 25 mmol) at 0°-5° C., followed by coupling with 3-trifluoromethylbenzeneamine (5.0 g, 31 mmol) in 5N hydrochloric acid (8 mL) at 0°-5° C. The mixture was stirred occasionally for 0.5 h, basified with 25 wt % aqueous potassium carbonate. The resulting solid was recrystallized from THF-ethanol (1:1) to give 4-(3'-trifluoromethyl-4'-nit...